From a dataset of the Open Reaction Database (ORD), a public repository of structured organic reaction records. describe an organic reaction: reactants, conditions, products, and yield Reactants: N1([C@@H](C(=O)N[C@@H](CC2=CC=CC=C2)C(=O)N[C@@H](CC2=CC=CC=C2)C(=O)NN)CCC1)C(=O)OC(C)(C)C (BocDPro-Phe-PheNHNH2), NCC(=O)N[C@@H](CC(C)C)C(=O)N[C@@H](CCSC)C(=O)N.Cl (HGly-Leu-MetNH2 hydrochloride), acyl azide. The product is N1([C@@H](C(=O)N[C@@H](CC2=CC=CC=C2)C(=O)N[C@@H](CC2=CC=CC=C2)C(=O)NCC(=O)N[C@@H](CC(C)C)C(=O)N[C@@H](CCSC)C(=O)N)CCC1)C(=O)OC(C)(C)C (BocDPro-Phe-Phe-Gly-Leu-MetNH2). Yield: 58.0%. RXN SMILES: [N:1]1([C:32]([O:34][C:35]([CH3:38])([CH3:37])[CH3:36])=[O:33])[CH2:31][CH2:30][CH2:29][C@@H:2]1[C:3]([NH:5][C@H:6]([C:14]([NH:16][C@H:17]([C:25]([NH:27]N)=[O:26])[CH2:18][C:19]1[CH:24]=[CH:23][CH:22]=[CH:21][CH:20]=1)=[O:15])[CH2:7][C:8]1[CH:13]=[CH:12][CH:11]=[CH:10][CH:9]=1)=[O:4].N[CH2:40][C:41]([NH:43][C@H:44]([C:49]([NH:51][C@H:52]([C:57]([NH2:59])=[O:58])[CH2:53][CH2:54][S:55][CH3:56])=[O:50])[CH2:45][CH:46]([CH3:48])[CH3:47])=[O:42].Cl>>[N:1]1([C:32]([O:34][C:35]([CH3:38])([CH3:37])[CH3:36])=[O:33])[CH2:31][CH2:30][CH2:29][C@@H:2]1[C:3]([NH:5][C@H:6]([C:14]([NH:16][C@H:17]([C:25]([NH:27][CH2:40][C:41]([NH:43][C@H:44]([C:49]([NH:51][C@H:52]([C:57]([NH2:59])=[O:58])[CH2:53][CH2:54][S:55][CH3:56])=[O:50])[CH2:45][CH:46]([CH3:48])[CH3:47])=[O:42])=[O:26])[CH2:18][C:19]1[CH:24]=[CH:23][CH:22]=[CH:21][CH:20]=1)=[O:15])[CH2:7][C:8]1[CH:13]=[CH:12][CH:11]=[CH:10][CH:9]=1)=[O:4] |f:1.2|. Procedure: Condensation of BocDPro-Phe-PheNHNH2 (0.932 g.) and HGly-Leu-MetNH2 hydrochloride salt (Example 7, 0.630 g.) by the acyl azide method (Yajima et al., Chem. Pharm. Bull., vol. 19, p. 1900, 1971) gave BocDPro-Phe-Phe-Gly-Leu-MetNH2 in 58% yield. De-t-butoxycarbonylation of BocDPro-Phe-Phe-Gly-Leu-MetNH2 (0.838 g.) using hydrogen chloride in acetic acid gave HDPro-Phe-Phe-Gly-Leu-MetNH2, which was isolated as the amorphous white solid phosphate (1:1) salt sesquihydrate in 72% yield. Starting materials: FC1=NC(=CC=C1B(O)O)C1=CC=C(C=C1)OCCCCCCCC (2-fluoro-6-(4-octyloxyphenyl)pyridine-3-boronic acid), C(CCCCCCC)C(CO)CO (2-octylpropane-1,3-diol), S(=O)(=O)([O-])[O-].[Na+].[Na+] (sodium sulfate). Run in O1CCCC1 (tetrahydrofuran). Yields the product FC1=NC(=CC=C1B1OCC(CO1)CCCCCCCC)C1=CC=C(C=C1)OCCCCCCCC (2-fluoro-3-(5-octyl-1,3-dioxaborinan-2-yl)-6-(4-octyloxyphenyl)pyridine). Yield: 83.1%. RXN SMILES: [F:1][C:2]1[C:7]([B:8]([OH:10])[OH:9])=[CH:6][CH:5]=[C:4]([C:11]2[CH:16]=[CH:15][C:14]([O:17][CH2:18][CH2:19][CH2:20][CH2:21][CH2:22][CH2:23][CH2:24][CH3:25])=[CH:13][CH:12]=2)[N:3]=1.[CH2:26]([CH:34]([CH2:37]O)[CH2:35]O)[CH2:27][CH2:28][CH2:29][CH2:30][CH2:31][CH2:32][CH3:33].S([O-])([O-])(=O)=O.[Na+].[Na+]>O1CCCC1>[F:1][C:2]1[C:7]([B:8]2[O:9][CH2:35][CH:34]([CH2:26][CH2:27][CH2:28][CH2:29][CH2:30][CH2:31][CH2:32][CH3:33])[CH2:37][O:10]2)=[CH:6][CH:5]=[C:4]([C:11]2[CH:16]=[CH:15][C:14]([O:17][CH2:18][CH2:19][CH2:20][CH2:21][CH2:22][CH2:23][CH2:24][CH3:25])=[CH:13][CH:12]=2)[N:3]=1 |f:2.3.4|. Reported procedure: 1.00 g (3.00 mmol) of 2-fluoro-6-(4-octyloxyphenyl)pyridine-3-boronic acid (prepared as described in Example 10), 0.56 g (3.00 mmol) of 2-octylpropane-1,3-diol and 1.50 g of sodium sulfate in 30 ml of tetrahydrofuran are stirred at room temperature for 48 hours. Sodium sulfate is then filtered off, the filtrate is concentrated, and the residue is recrystallized from hexane, giving 1.24 g of 2-fluoro-3-(5-octyl-1,3-dioxaborinan-2-yl)-6-(4-octyloxyphenyl)pyridine. ##STR61## Starting materials: CCNC, CO, Clc1nc(Cl)c2c(n1)C(c1ccccc1)CC2. The product is CCN(C)c1nc(Cl)nc2c1CCC2c1ccccc1. As a reaction SMILES: [CH3:18][NH:19][CH2:20][CH3:21].[CH3:22][OH:23].[Cl:1][c:2]1[n:3][c:4]([Cl:17])[c:5]2[c:6]([n:7]1)[CH:8]([c:11]1[cH:12][cH:13][cH:14][cH:15][cH:16]1)[CH2:9][CH2:10]2>>[Cl:1][c:2]1[n:3][c:4]([N:19]([CH3:18])[CH2:20][CH3:21])[c:5]2[c:6]([n:7]1)[CH:8]([c:11]1[cH:12][cH:13][cH:14][cH:15][cH:16]1)[CH2:9][CH2:10]2. Starting materials: CC(=O)Cl, CCO, CC([O-])=[SH]C1CCC(=O)N(Cc2ccc(Oc3ccccc3)cc2)C1. Yields the product O=C1CCC(S)CN1Cc1ccc(Oc2ccccc2)cc1. RXN SMILES: [CH3:26][C:27](=[O:28])[Cl:29].[CH3:30][CH2:31][OH:32].[O:1]=[C:2]1[CH2:3][CH2:4][CH:5]([SH:22]=[C:23]([O-:24])[CH3:25])[CH2:6][N:7]1[CH2:8][c:9]1[cH:10][cH:11][c:12]([O:15][c:16]2[cH:17][cH:18][cH:19][cH:20][cH:21]2)[cH:13][cH:14]1>>[O:1]=[C:2]1[CH2:3][CH2:4][CH:5]([SH:22])[CH2:6][N:7]1[CH2:8][c:9]1[cH:10][cH:11][c:12]([O:15][c:16]2[cH:17][cH:18][cH:19][cH:20][cH:21]2)[cH:13][cH:14]1. Reactants: CC(C)c1noc(-c2ccccc2CO)n1, ClCCl, O=[Mn]=O. Product: CC(C)c1noc(-c2ccccc2C=O)n1. RXN SMILES: [CH:1]([CH3:2])([CH3:3])[c:4]1[n:5][o:6][c:7](-[c:9]2[c:10]([CH2:15][OH:16])[cH:11][cH:12][cH:13][cH:14]2)[n:8]1.[Cl:17][CH2:18][Cl:19].[O:20]=[Mn:21]=[O:22]>>[CH:1]([CH3:2])([CH3:3])[c:4]1[n:5][o:6][c:7](-[c:9]2[c:10]([CH:15]=[O:16])[cH:11][cH:12][cH:13][cH:14]2)[n:8]1.